Dataset: the Open Reaction Database (ORD), a public repository of structured organic reaction records. Task: describe an organic reaction: reactants, conditions, products, and yield The reactants are CNOC, CN(C)C=O, O=C(O)c1ccc2c(c1)OCO2, O=C(n1ccnc1)n1ccnc1. The product is CON(C)C(=O)c1ccc2c(c1)OCO2. RXN SMILES: [CH3:25][NH:26][O:27][CH3:28].[CH3:29][N:30]([CH3:31])[CH:32]=[O:33].[O:1]1[CH2:2][O:3][c:4]2[c:5]1[cH:6][cH:7][c:8]([C:10](=[O:11])[OH:12])[cH:9]2.[n:13]1([C:14]([n:15]2[cH:16][cH:17][n:18][cH:19]2)=[O:20])[cH:21][cH:22][n:23][cH:24]1>>[O:1]1[CH2:2][O:3][c:4]2[c:5]1[cH:6][cH:7][c:8]([C:10](=[O:12])[N:26]([CH3:25])[O:27][CH3:28])[cH:9]2. The reactants are C(C)(C)(C)[Si](C)(C)OC1=C(C=CC=C1)CC=C (tert-butyl(2-allylphenoxy)dimethylsilane), C(C=C)(=O)OC(C)(C)C (tert-butyl acrylate). The reagents and catalysts are catalyst. Yields the product [Si](C)(C)(C(C)(C)C)OC1=C(C=CC=C1)C/C=C/C(=O)OC(C)(C)C ((E)-tert-Butyl 4-(2-(tert-butyldimethylsilyloxy)phenyl)-2-butenoate). The yield is 90.7%. RXN SMILES: [C:1]([Si:5]([O:8][C:9]1[CH:14]=[CH:13][CH:12]=[CH:11][C:10]=1[CH2:15][CH:16]=[CH2:17])([CH3:7])[CH3:6])([CH3:4])([CH3:3])[CH3:2].[C:18]([O:22][C:23]([CH3:26])([CH3:25])[CH3:24])(=[O:21])C=C>>[Si:5]([O:8][C:9]1[CH:14]=[CH:13][CH:12]=[CH:11][C:10]=1[CH2:15]/[CH:16]=[CH:17]/[C:18]([O:22][C:23]([CH3:26])([CH3:25])[CH3:24])=[O:21])([C:1]([CH3:4])([CH3:3])[CH3:2])([CH3:7])[CH3:6]. Reported procedure: The representative procedure was followed using tert-butyl(2-allylphenoxy)dimethylsilane (124 mg, 0.50 mmol), tert-butyl acrylate (128 mg, 1.00 mmol) and Grubbs-2 catalyst (8.5 mg, 0.01 mmol). Column chromatography on silica gel (eluting with 3% EtOAc/hexanes) afforded the product as a colorless oil (158 mg, 91%). The reactants are C(C)OCC(C(CC1=CC=C(C=C1)CCCCCC)[N+](=O)[O-])(O)COCC (α, α-diethoxymethyl-β-nitro-4-hexylbenzenepropanol), [H][H] (hydrogen). The reagents and catalysts are [Ni] (Raney nickel). The solvent is C(C)(C)O (isopropanol). Product: C(C)OCC(C(CC1=CC=C(C=C1)CCCCCC)N)(O)COCC (α, α-diethoxymethyl-β-amino-4-hexylbenzenepropanol). The yield is 85.5%. As a reaction SMILES: [CH2:1]([O:3][CH2:4][C:5]([CH2:24][O:25][CH2:26][CH3:27])([OH:23])[CH:6]([N+:20]([O-])=O)[CH2:7][C:8]1[CH:13]=[CH:12][C:11]([CH2:14][CH2:15][CH2:16][CH2:17][CH2:18][CH3:19])=[CH:10][CH:9]=1)[CH3:2].[H][H]>[Ni].C(O)(C)C>[CH2:26]([O:25][CH2:24][C:5]([CH2:4][O:3][CH2:1][CH3:2])([OH:23])[CH:6]([NH2:20])[CH2:7][C:8]1[CH:9]=[CH:10][C:11]([CH2:14][CH2:15][CH2:16][CH2:17][CH2:18][CH3:19])=[CH:12][CH:13]=1)[CH3:27]. Procedure details: A mixture of α, α-diethoxymethyl-β-nitro-4-hexylbenzenepropanol (2.31 g) and Raney nickel (0.6 g) in isopropanol (70 ml) was stirred under hydrogen at atmospheric pressure until the hydrogen absorption was complete. The mixture was degased in vacuo for 15 minutes and filtered through celite. Evaporation of solvent gave α, α-diethoxymethyl-β-amino-4-hexylbenzenepropanol (1.82 g) as an oil. This oil was reacted with di-tert-butyl-dicarbonate (1.19 g) in methanol (40 ml). The mixture was stirred at... Starting materials: [OH-].[Na+] (sodium hydroxide), CC(C#N)(C)C=1C=C2CCC(C2=CC1)=O (2-Methyl-2-(1-oxoindan-5-yl)-propionitrile), C(C)(=O)[O-].[NH4+] (ammonium acetate), C(#N)[BH3-].[Na+] (sodium cyanoborohydride). Run in CC(C)O (IPA). Run at time 1 hour. The product is NC1CCC2=CC(=CC=C12)C(C#N)(C)C (2-(1-Amino-indan-5-yl)-2-methyl-propionitrile). Reaction SMILES: [CH3:1][C:2]([C:6]1[CH:7]=[C:8]2[C:12](=[CH:13][CH:14]=1)[C:11](=O)[CH2:10][CH2:9]2)([CH3:5])[C:3]#[N:4].C([O-])(=O)C.[NH4+].C([BH3-])#[N:22].[Na+].[OH-].[Na+]>CC(O)C>[NH2:22][CH:11]1[C:12]2[C:8](=[CH:7][C:6]([C:2]([CH3:5])([CH3:1])[C:3]#[N:4])=[CH:14][CH:13]=2)[CH2:9][CH2:10]1 |f:1.2,3.4,5.6|. Procedure details: 2-Methyl-2-(1-oxoindan-5-yl)-propionitrile (6.00 g, 30.1 mmol) was added to a mixture of ammonium acetate (69.6 g, 903 mmol) in IPA (600 mL) under nitrogen atmosphere at ambient temperature. After stirring 1 hour, sodium cyanoborohydride (6.62 g, 105 mmol) was added to the mixture and refluxed for 2 hours. The reaction solution was cooled to room temperature, added 3N sodium hydroxide (300 mL), extracted with TBME (2×500 mL) and concentrated the organic extracts to an oil. Dissolved in ethyl ace... The solvent is C(C)O (ethanol), C(C)O (ethanol). RXN SMILES: [O:1]=[C:2]1[CH2:22][CH2:21][C@@:20]2([CH3:23])[C:4]([CH2:5][CH2:6][C@@H:7]3[C@@H:19]2[CH2:18][CH2:17][C@@:16]2([CH3:24])[C@H:8]3[CH2:9][CH2:10][C@@H:11]2[C@@H:12]([CH:14]=[O:15])[CH3:13])=[CH:3]1.[BH4-].[Na+]>C(O)C>[OH:15][CH2:14][C@@H:12]([CH3:13])[C@@H:11]1[C@:16]2([CH3:24])[C@H:8]([C@H:7]3[C@H:19]([CH2:18][CH2:17]2)[C@:20]2([CH3:23])[C:4](=[CH:3][C:2](=[O:1])[CH2:22][CH2:21]2)[CH2:5][CH2:6]3)[CH2:9][CH2:10]1 |f:1.2|. Reaction conditions: temperature -10 celsius, time 2 hour. Procedure: i)—A solution of (20S)-3-oxopregn-4-ene-20-carboxaldehyde (2) (125 g) in dry ethanol (1250 ml) was cooled to −10° C., whereupon a solution of sodium borohydride (4.4 g) in dry ethanol (80 ml) was added in 30 min. After stirring the mixture for 2 h at −10° C., the reaction was quenched by adding a 50% aqueous solution of acetic acid. The reaction mixture was concentrated under reduced pressure to 25% of its original volume and then poured into ice-water (5 l). The resulting suspension was stirred... Isolated yield 98.6%. Starting materials: O=C1C=C2CC[C@H]3[C@@H]4CC[C@H]([C@H](C)C=O)[C@]4(CC[C@@H]3[C@]2(CC1)C)C ((20S)-3-oxopregn-4-ene-20-carboxaldehyde), [BH4-].[Na+] (sodium borohydride). The product is OC[C@H]([C@H]1CC[C@H]2[C@@H]3CCC4=CC(CC[C@]4(C)[C@H]3CC[C@]12C)=O)C ((20S)-21-hydroxy-20-methylpregn-4-en-3-one). Starting materials: CO, CC(C)OC(=O)COc1cccc(C=O)c1, Cl, NO, c1ccncc1. Product: CC(C)OC(=O)COc1cccc(C=NO)c1. As a reaction SMILES: [CH3:26][OH:27].[CH:1]([CH3:2])([CH3:3])[O:4][C:5]([CH2:6][O:7][c:8]1[cH:9][c:10]([CH:14]=[O:15])[cH:11][cH:12][cH:13]1)=[O:16].[ClH:17].[NH2:18][OH:19].[cH:20]1[cH:21][cH:22][n:23][cH:24][cH:25]1>>[CH:1]([CH3:2])([CH3:3])[O:4][C:5]([CH2:6][O:7][c:8]1[cH:9][c:10]([CH:14]=[N:18][OH:19])[cH:11][cH:12][cH:13]1)=[O:16].